This data is from the Open Reaction Database (ORD), a public repository of structured organic reaction records. The task is: describe an organic reaction: reactants, conditions, products, and yield As a reaction SMILES: [Br:1][c:2]1[cH:3][c:4]([NH:10][c:11]2[cH:12][c:13]3[c:18]([cH:19][cH:20]2)[CH2:17][NH:16][CH2:15][CH2:14]3)[c:5](=[O:9])[n:6]([CH3:8])[cH:7]1.[C:23]([BH3-:24])#[N:25].[CH2:21]=[O:22].[CH3:27][OH:28].[Na+:26]>>[Br:1][c:2]1[cH:3][c:4]([NH:10][c:11]2[cH:12][c:13]3[c:18]([cH:19][cH:20]2)[CH2:17][N:16]([CH3:23])[CH2:15][CH2:14]3)[c:5](=[O:9])[n:6]([CH3:8])[cH:7]1. The product is CN1CCc2cc(Nc3cc(Br)cn(C)c3=O)ccc2C1. Starting materials: Cn1cc(Br)cc(Nc2ccc3c(c2)CCNC3)c1=O, [BH3-]C#N, C=O, CO, [Na+]. Starting materials: BrC=1C=C2N=CC(=NC2=CC1)NCC1=CC(=CC=C1)Cl ((6-Bromo-quinoxalin-2-yl)-(3-chloro-benzyl)-amine), C(=O)(OC(C)(C)C)N1N=CC(=C1)B1OC(C)(C)C(C)(C)O1 (1-Boc-4-pyrazole boronic acid pinacol ester), C([O-])([O-])=O.[Cs+].[Cs+] (caesium carbonate), [I-].[K+] (potassium iodide). Solvent: O1CCOCC1 (1,4-dioxane), C(C)(=O)OCC (ethyl acetate). Run at temperature 110 celsius. The product is C(C)(C)(C)OC(=O)N1N=CC(=C1)C=1C=C2N=CC(=NC2=CC1)NCC1=CC(=CC=C1)Cl (4-[2-(3-Chloro-benzylamino)-quinoxalin-6-yl]-pyrazole-1-carboxylic acid tert-butyl ester). RXN SMILES: Br[C:2]1[CH:3]=[C:4]2[C:9](=[CH:10][CH:11]=1)[N:8]=[C:7]([NH:12][CH2:13][C:14]1[CH:19]=[CH:18][CH:17]=[C:16]([Cl:20])[CH:15]=1)[CH:6]=[N:5]2.[C:21]([N:28]1[CH:32]=[C:31](B2OC(C)(C)C(C)(C)O2)[CH:30]=[N:29]1)([O:23][C:24]([CH3:27])([CH3:26])[CH3:25])=[O:22].C(=O)([O-])[O-].[Cs+].[Cs+].[I-].[K+]>O1CCOCC1.C(OCC)(=O)C>[C:24]([O:23][C:21]([N:28]1[CH:32]=[C:31]([C:2]2[CH:3]=[C:4]3[C:9](=[CH:10][CH:11]=2)[N:8]=[C:7]([NH:12][CH2:13][C:14]2[CH:19]=[CH:18][CH:17]=[C:16]([Cl:20])[CH:15]=2)[CH:6]=[N:5]3)[CH:30]=[N:29]1)=[O:22])([CH3:27])([CH3:25])[CH3:26] |f:2.3.4,5.6|. Procedure details: A mixture of (6-Bromo-quinoxalin-2-yl)-(3-chloro-benzyl)-amine (0.4 g, 1 eq., 1.15 mmol), 1-Boc-4-pyrazole boronic acid pinacol ester (0.4 g, 1.2 eq., 1.37 mmol), caesium carbonate (1.5 g, 4.0 eq., 4.6 mmol) and potassium iodide (0.019 g, 0.1 eq., 0.11 mmol) in 1,4-dioxane (22 mL) was degassed at RT under vacuum and then placed under an atmosphere of nitrogen. The process was repeated twice and Fu's catalyst (Bis(tri-tert-butylphosphine)palladium(0)) (0.058 g, 0.1 eq., 0.1 mmol) was added at roo... Starting materials: NC1[C@@H]2N(C(=C(CS2)C(C)=O)C(=O)OC(C2=CC=CC=C2)C2=CC=CC=C2)C1=O (benzhydryl 7-amino-3-acetyl-3-cephem-4-carboxylate), C(=O)OC(C(=O)Cl)C1=CC=CC=C1 (2-formyloxy-2-phenylacetyl chloride), O1CCCC1 (tetrahydrofuran), O1CCCC1 (tetrahydrofuran), C([O-])(O)=O.[Na+] (sodium bicarbonate). Solvent: C(C)(=O)OCC (ethyl acetate). Reaction conditions: temperature 5 celsius. The product is C(=O)OC(C(=O)NC1[C@@H]2N(C(=C(CS2)C(C)=O)C(=O)OC(C2=CC=CC=C2)C2=CC=CC=C2)C1=O)C1=CC=CC=C1 (Benzhydryl 7-(2-formyloxy-2-phenylacetamido)-3-acetyl-3-cephem-4-carboxylate). Yield: 51.2%. As a reaction SMILES: [NH2:1][CH:2]1[C:28](=[O:29])[N:4]2[C:5]([C:12]([O:14][CH:15]([C:22]3[CH:27]=[CH:26][CH:25]=[CH:24][CH:23]=3)[C:16]3[CH:21]=[CH:20][CH:19]=[CH:18][CH:17]=3)=[O:13])=[C:6]([C:9](=[O:11])[CH3:10])[CH2:7][S:8][C@H:3]12.O1CCCC1.C(=O)(O)[O-].[Na+].[CH:40]([O:42][CH:43]([C:47]1[CH:52]=[CH:51][CH:50]=[CH:49][CH:48]=1)[C:44](Cl)=[O:45])=[O:41]>C(OCC)(=O)C>[CH:40]([O:42][CH:43]([C:47]1[CH:52]=[CH:51][CH:50]=[CH:49][CH:48]=1)[C:44]([NH:1][CH:2]1[C:28](=[O:29])[N:4]2[C:5]([C:12]([O:14][CH:15]([C:22]3[CH:23]=[CH:24][CH:25]=[CH:26][CH:27]=3)[C:16]3[CH:21]=[CH:20][CH:19]=[CH:18][CH:17]=3)=[O:13])=[C:6]([C:9](=[O:11])[CH3:10])[CH2:7][S:8][C@H:3]12)=[O:45])=[O:41] |f:2.3|. Procedure: To a cooled (5° C.), stirred solution of 0.270 g. of benzhydryl 7-amino-3-acetyl-3-cephem-4-carboxylate in 20 ml. of dry tetrahydrofuran was added 0.0612 g. of sodium bicarbonate and dropwise, a solution of 0.144 g. of 2-formyloxy-2-phenylacetyl chloride in 2 ml. of tetrahydrofuran. The reaction mixture was allowed to stir with cooling for 30 minutes after which time it was transferred to a separatory funnel with the aid of cold ethyl acetate and washed with water, and brine (2X) and then dried ... Starting materials: [OH-].[K+] (potassium hydroxide), ClCC=1C(=C(C=CC1)C1=CC=CC=C1)C (3-chloromethyl-2-methyl-[1,1'-biphenyl]), ClC(=C[C@H]1C([C@H]1C(=O)O)(C)C)C(F)(F)F (cis-3-(2-chloro-3,3,3-trifluoropropenyl)-2,2-dimethylcyclopropanecarboxylic acid), CCCCCCC (heptane). Run in C(Cl)Cl (methylene chloride), CCCCCC (hexane), O (water), O (water), C(C)OCC (Diethyl ether), C(C)#N (acetonitrile), C(Cl)Cl (methylene chloride). Yields the product ClC(=C[C@H]1C([C@H]1C(=O)OCC=1C(=C(C=CC1)C1=CC=CC=C1)C)(C)C)C(F)(F)F ([2-methyl(1,1'-biphenyl)-3-yl]methyl cis-3-(2-chloro-3,3,3-trifluoropropenyl)-2,2-dimethylcyclopropanecarboxylate). Yield: 54.8%. As a reaction SMILES: [OH-].[K+].[Cl:3][C:4]([C:14]([F:17])([F:16])[F:15])=[CH:5][C@@H:6]1[C@H:8]([C:9]([OH:11])=[O:10])[C:7]1([CH3:13])[CH3:12].CCCCCCC.Cl[CH2:26][C:27]1[C:28]([CH3:39])=[C:29]([C:33]2[CH:38]=[CH:37][CH:36]=[CH:35][CH:34]=2)[CH:30]=[CH:31][CH:32]=1>O.C(Cl)Cl.CCCCCC.C(OCC)C.C(#N)C>[Cl:3][C:4]([C:14]([F:15])([F:16])[F:17])=[CH:5][C@@H:6]1[C@H:8]([C:9]([O:11][CH2:26][C:27]2[C:28]([CH3:39])=[C:29]([C:33]3[CH:38]=[CH:37][CH:36]=[CH:35][CH:34]=3)[CH:30]=[CH:31][CH:32]=2)=[O:10])[C:7]1([CH3:13])[CH3:12] |f:0.1|. Reported procedure: To a solution of 0.62 g (0.011 mole) of potassium hydroxide in 3.65 ml distilled water was added, with stirring, 1.8 g (0.0074 mole) of cis-3-(2-chloro-3,3,3-trifluoropropenyl)-2,2-dimethylcyclopropanecarboxylic acid and 14.6 ml of heptane. The reaction mixture was heated at reflux temperature, and the water was collected in a Dean-Stark trap. The anhydrous reaction mixture was then cooled, and 1.5 g (0.0069 mole) of 3-chloromethyl-2-methyl-[1,1'-biphenyl] and 14.6 ml of acetonitrile were added.... The yield is 95.7%. Reactants: Cl (hydrochloric acid), CC1=NC=C(C(=O)NC2=CC=C(CN3N=C(C4=CC=CC=C34)CC(=O)OCC)C=C2)C=C1 (Ethyl 2-[1-[4-(6-methylnicotinamido)benzyl]-1H-indazol-3-yl]acetate), O (Water), O.[OH-].[Li+] (lithium hydroxide monohydrate). Run in O1CCCC1 (tetrahydrofuran), aqueous solution. Reported procedure: Ethyl 2-[1-[4-(6-methylnicotinamido)benzyl]-1H-indazol-3-yl]acetate (258 mg, 0.60 mmol) was dissolved in tetrahydrofuran (20 mL), and in an ice bath, 10 mL aqueous solution dissolving lithium hydroxide monohydrate (76 mg, 1.81 mmol) was added. It was reacted at room temperature for 3 h, and the reaction was monitored to be complete by TLC. Water was added into the system, and adjusted to pH≈3-4 with diluted hydrochloric acid. A solid precipitated, which was filtered and dried to obtain a white s... RXN SMILES: [CH3:1][C:2]1[CH:32]=[CH:31][C:5]([C:6]([NH:8][C:9]2[CH:30]=[CH:29][C:12]([CH2:13][N:14]3[C:22]4[C:17](=[CH:18][CH:19]=[CH:20][CH:21]=4)[C:16]([CH2:23][C:24]([O:26]CC)=[O:25])=[N:15]3)=[CH:11][CH:10]=2)=[O:7])=[CH:4][N:3]=1.O.[OH-].[Li+].O.Cl>O1CCCC1>[CH3:1][C:2]1[CH:32]=[CH:31][C:5]([C:6]([NH:8][C:9]2[CH:10]=[CH:11][C:12]([CH2:13][N:14]3[C:22]4[C:17](=[CH:18][CH:19]=[CH:20][CH:21]=4)[C:16]([CH2:23][C:24]([OH:26])=[O:25])=[N:15]3)=[CH:29][CH:30]=2)=[O:7])=[CH:4][N:3]=1 |f:1.2.3|. Yields the product CC1=NC=C(C(=O)NC2=CC=C(CN3N=C(C4=CC=CC=C34)CC(=O)O)C=C2)C=C1 (2-[1-[4-(6-methylnicotinamido)benzyl]-1H-indazol-3-yl]acetic acid).